From a dataset of the Open Reaction Database (ORD), a public repository of structured organic reaction records. describe an organic reaction: reactants, conditions, products, and yield Starting materials: ClC1=C(CN2C[C@@H]([C@H](C2)C2=CSC=C2)CN2CCC(CC2)COCCCN)C=CC(=C1)Cl (1-(2,4-dichlorobenzyl)-3-(S)-(4-(3-aminopropyloxymethyl)piperidinylmethyl)-4-(S)-(3-thienyl)pyrrolidine), CS(=O)(=O)Cl (methanesulfonyl chloride), C(C)(C)N(CC)C(C)C (diisopropylethyl amine). Solvent: C(Cl)Cl (CH2Cl2). Yields the product ClC1=C(CN2C[C@@H]([C@H](C2)C2=CSC=C2)CN2CCC(CC2)COCCCNS(=O)(=O)C)C=CC(=C1)Cl (1-(2,4-Dichlorobenzyl)-3-(S)-(4-(3-(methylsulfonylamino)propyloxymethyl) piperidinylmethyl)-4-(S)-(3-thienyl)pyrrolidine). As a reaction SMILES: [Cl:1][C:2]1[CH:31]=[C:30]([Cl:32])[CH:29]=[CH:28][C:3]=1[CH2:4][N:5]1[CH2:9][C@H:8]([C:10]2[CH:14]=[CH:13][S:12][CH:11]=2)[C@@H:7]([CH2:15][N:16]2[CH2:21][CH2:20][CH:19]([CH2:22][O:23][CH2:24][CH2:25][CH2:26][NH2:27])[CH2:18][CH2:17]2)[CH2:6]1.[CH3:33][S:34](Cl)(=[O:36])=[O:35].C(N(C(C)C)CC)(C)C>C(Cl)Cl>[Cl:1][C:2]1[CH:31]=[C:30]([Cl:32])[CH:29]=[CH:28][C:3]=1[CH2:4][N:5]1[CH2:9][C@H:8]([C:10]2[CH:14]=[CH:13][S:12][CH:11]=2)[C@@H:7]([CH2:15][N:16]2[CH2:21][CH2:20][CH:19]([CH2:22][O:23][CH2:24][CH2:25][CH2:26][NH:27][S:34]([CH3:33])(=[O:36])=[O:35])[CH2:18][CH2:17]2)[CH2:6]1. Procedure: A solution of 0.030 g (0.06 mmol) of 1-(2,4-dichlorobenzyl)-3-(S)-(4-(3-aminopropyloxymethyl)piperidinylmethyl)-4-(S)-(3-thienyl)pyrrolidine, 0.02 mL (0.24 mmol) of methanesulfonyl chloride, and 0.03 mL (0.15 mmol) of diisopropylethyl amine in 0.5 mL of CH2Cl2 was stirred at rt for 18 h. The reaction mixture was concentrated and the residue was purified by chromatography (silica, CH2Cl2:methanol, 95:5) to give the title compound. Mass Spectrum (ESI) m/e=574 (M+1 35Cl, 35Cl), 576 (M+1 35Cl, 37Cl)... The reactants are CCCN(C)C(=O)c1cc(C(=O)OCC)cc(C(C)O)c1, ClCCl. The product is CCCN(C)C(=O)c1cc(C(C)=O)cc(C(=O)OCC)c1. Reaction SMILES: [CH2:1]([CH3:2])[O:3][C:4]([c:5]1[cH:6][c:7]([C:8](=[O:9])[N:10]([CH2:11][CH2:12][CH3:13])[CH3:14])[cH:15][c:16]([CH:18]([CH3:19])[OH:20])[cH:17]1)=[O:21].[Cl:22][CH2:23][Cl:24]>>[CH2:1]([CH3:2])[O:3][C:4]([c:5]1[cH:6][c:7]([C:8](=[O:9])[N:10]([CH2:11][CH2:12][CH3:13])[CH3:14])[cH:15][c:16]([C:18]([CH3:19])=[O:20])[cH:17]1)=[O:21]. Reactants: solvent B, FC(CON)(F)F (O-(2,2,2-trifluoroethyl)hydroxylamine), NC=1SC=C(N1)C(C(=O)O)=O (2-(2-aminothiazol-4-yl)glyoxylic acid). Product: NC=1SC=C(N1)/C(/C(=O)O)=N/OCC(F)(F)F (2-(2-aminothiazol-4-yl)-2-[(Z)-2,2,2-trifluoroethoxyimino]acetic acid). As a reaction SMILES: [F:1][C:2]([F:7])([F:6])[CH2:3][O:4][NH2:5].[NH2:8][C:9]1[S:10][CH:11]=[C:12]([C:14](=O)[C:15]([OH:17])=[O:16])[N:13]=1>>[NH2:8][C:9]1[S:10][CH:11]=[C:12](/[C:14](=[N:5]/[O:4][CH2:3][C:2]([F:7])([F:6])[F:1])/[C:15]([OH:17])=[O:16])[N:13]=1. Reported procedure: N.m.r. in solvent B: 5.42 (s, 2H), 7.17 (s, 1H), 7.67 (s, 2H). 11. A suspension of the product from Footnote 10 (4.4 mM) in DMF (40 μl. at 0° C. was dissolved by the addition of 3M HCl in ether (8.8 mM). N-hydroxybenzotriazole (4.4 mM) and t-butyl 7-amino-3-azidomethyl-ceph-3-em-4-carboxylate (4.0 mM) were added to the solution, followed by dropwise addition of a solution of DCCI (4.4 mM) in CH3CN (15 ml.) during 20 minutes. The mixture was left t stir for 23 hours at 0° C. and 1 hour at room te... The reactants are COC1=C(C=C(C=C1)C#CCCO)C (4-(4-methoxy-3-methylphenyl)but-3-yn-1-ol). Reagents/catalysts: [Pd] (palladium on carbon). The solvent is CO (methanol). The product is COC1=C(C=C(C=C1)CCCCO)C (4-(4-Methoxy-3-methylphenyl)butan-1-ol). Isolated yield 55.6%. RXN SMILES: [CH3:1][O:2][C:3]1[CH:8]=[CH:7][C:6]([C:9]#[C:10][CH2:11][CH2:12][OH:13])=[CH:5][C:4]=1[CH3:14]>[Pd].CO>[CH3:1][O:2][C:3]1[CH:8]=[CH:7][C:6]([CH2:9][CH2:10][CH2:11][CH2:12][OH:13])=[CH:5][C:4]=1[CH3:14]. Procedure: This compound was prepared in a manner analogous to that of Step E of Example 1, by the hydrogenation of 1.4 grams (0.0074 mole) of 4-(4-methoxy-3-methylphenyl)but-3-yn-1-ol in the presence of 0.05 gram (catalyst) of 10% palladium on carbon in 150 mL of methanol. The reaction product was purified by column chromatography on silica gel using mixtures of hexane and ethyl acetate as an eluant. The appropriate fractions of eluate were combined and concentrated under reduced pressure, yielding 0.8 gr... Starting materials: CC[O-], CC[O-], CC[O-], CC[O-], COc1c(F)cccc1C(CC(O)(C=O)C(F)(F)F)C(C)C, Cc1ccc2c(N)cccc2n1, [Ti+4]. Product: COc1c(F)cccc1C(CC(O)(C=Nc1cccc2nc(C)ccc12)C(F)(F)F)C(C)C. Reaction SMILES: [CH3:35][CH2:36][O-:37].[CH3:38][CH2:39][O-:40].[CH3:41][CH2:42][O-:43].[CH3:44][CH2:45][O-:46].[F:1][c:2]1[c:3]([O:21][CH3:22])[c:4]([CH:8]([CH2:9][C:10]([CH:11]=[O:12])([C:13]([F:14])([F:15])[F:16])[OH:17])[CH:18]([CH3:19])[CH3:20])[cH:5][cH:6][cH:7]1.[NH2:23][c:24]1[c:25]2[cH:26][cH:27][c:28]([CH3:34])[n:29][c:30]2[cH:31][cH:32][cH:33]1.[Ti+4:47]>>[F:1][c:2]1[c:3]([O:21][CH3:22])[c:4]([CH:8]([CH2:9][C:10]([CH:11]=[N:23][c:24]2[c:25]3[cH:26][cH:27][c:28]([CH3:34])[n:29][c:30]3[cH:31][cH:32][cH:33]2)([C:13]([F:14])([F:15])[F:16])[OH:17])[CH:18]([CH3:19])[CH3:20])[cH:5][cH:6][cH:7]1. The reactants are C(=O)(OCC1=CC=CC=C1)NCCC(=O)O (carbobenzoxy-β-alanine), Cl.C(C)(C)(C)OC([C@H]1NCCC1)=O (L-proline t-butyl ester hydrochloride), CN1CCOCC1 (N-methylmorpholine), C(C(C)C)OC(=O)Cl (isobutylchloroformate). The solvent is C(C)N(CC)CC (triethylamine), O1CCCC1 (tetrahydrofuran), CN(C=O)C (dimethylformamide). Reaction conditions: time 5 minute. Product: C(C)(C)(C)OC([C@H]1N(CCC1)C(CCNC(=O)OCC1=CC=CC=C1)=O)=O (carbobenzoxy-β-alanyl-L-proline t-butyl ester). Reaction SMILES: [C:1]([NH:11][CH2:12][CH2:13][C:14]([OH:16])=O)([O:3][CH2:4][C:5]1[CH:10]=[CH:9][CH:8]=[CH:7][CH:6]=1)=[O:2].CN1CCOCC1.C(OC(Cl)=O)C(C)C.Cl.[C:33]([O:37][C:38](=[O:44])[C@@H:39]1[CH2:43][CH2:42][CH2:41][NH:40]1)([CH3:36])([CH3:35])[CH3:34]>C(N(CC)CC)C.CN(C)C=O.O1CCCC1>[C:33]([O:37][C:38](=[O:44])[C@@H:39]1[CH2:43][CH2:42][CH2:41][N:40]1[C:14](=[O:16])[CH2:13][CH2:12][NH:11][C:1]([O:3][CH2:4][C:5]1[CH:6]=[CH:7][CH:8]=[CH:9][CH:10]=1)=[O:2])([CH3:36])([CH3:34])[CH3:35] |f:3.4|. Procedure details: 4.46 g. of carbobenzoxy-β-alanine is dissolved in 20 ml. of tetrahydrofuran and the resulting solution cooled to -10° C. With constant stirring of the solution, 2.4 ml. of N-methylmorpholine followed by 2.6 ml. of isobutylchloroformate are added and the resulting reaction mixture is stirred thereafter for approximately 5 minutes at -10° C. 4.16 g. of L-proline t-butyl ester hydrochloride in 20 ml. of dimethylformamide and 2.8 ml. of triethylamine is added to the reaction mixture which is thereaf... Reactants: Brc1ccccc1, CCCCCC, CCOC(=O)c1c(O)c(Cl)c(C)n(C)c1=O, Nc1nncs1. Product: Cc1c(Cl)c(O)c(C(=O)Nc2nncs2)c(=O)n1C. RXN SMILES: [Br:23][c:24]1[cH:25][cH:26][cH:27][cH:28][cH:29]1.[CH3:30][CH2:31][CH2:32][CH2:33][CH2:34][CH3:35].[Cl:1][c:2]1[c:3]([OH:16])[c:4]([C:11](=[O:12])[O:13][CH2:14][CH3:15])[c:5](=[O:10])[n:6]([CH3:9])[c:7]1[CH3:8].[NH2:17][c:18]1[s:19][cH:20][n:21][n:22]1>>[Cl:1][c:2]1[c:3]([OH:16])[c:4]([C:11](=[O:12])[NH:17][c:18]2[s:19][cH:20][n:21][n:22]2)[c:5](=[O:10])[n:6]([CH3:9])[c:7]1[CH3:8]. The product is NC(=O)c1ccc(Br)c2c1[nH]c1cc(N3CCNC3=O)ccc12. Reaction SMILES: [BrH:1].[CH:20]([N:21]([CH2:22][CH3:23])[CH:24]([CH3:25])[CH3:26])([CH3:27])[CH3:28].[Cl:29][CH2:30][CH2:31][N:32]=[C:33]=[O:34].[H-:36].[NH2:2][c:3]1[cH:4][cH:5][c:6]2[c:7]3[c:8]([Br:19])[cH:9][cH:10][c:11]([C:16](=[O:17])[NH2:18])[c:12]3[nH:13][c:14]2[cH:15]1.[Na+:35].[O:37]=[CH:38][N:39]([CH3:40])[CH3:41].[OH2:42]>>[N:2]1([c:3]2[cH:4][cH:5][c:6]3[c:7]4[c:8]([Br:19])[cH:9][cH:10][c:11]([C:16](=[O:17])[NH2:18])[c:12]4[nH:13][c:14]3[cH:15]2)[CH2:30][CH2:31][NH:32][C:33]1=[O:34]. Reactants: Br, CCN(C(C)C)C(C)C, O=C=NCCCl, [H-], NC(=O)c1ccc(Br)c2c1[nH]c1cc(N)ccc12, [Na+], CN(C)C=O, O. Reactants: Cl.ClC=1C=C(N)C=CC1 (3-chloro-aniline hydrochloride), C(C)(C)(C)OC(=O)NC1=CC=C(C=C1)C1=NNC(=C1C#N)N=CN(C)C (N'-[3-(4-tert-butoxycarbonylamino-phenyl)-4-cyano-1H-pyrazol-5-yl]-N,N-dimethylformamidine). The solvent is CO (methanol). Run at time 19 hour. Yields the product C(C)(C)(C)OC(=O)NC1=CC=C(C=C1)C1=NNC2=NC=NC(=C21)NC2=CC(=CC=C2)Cl (3-(4-tert-butoxycarbonylamino-phenyl)-4-(3-chloro-phenylamino)-1H-pyrazolo[3,4-d]pyrimidine). Reaction SMILES: Cl.[Cl:2][C:3]1[CH:4]=[C:5]([CH:7]=[CH:8][CH:9]=1)[NH2:6].[C:10]([O:14][C:15]([NH:17][C:18]1[CH:23]=[CH:22][C:21]([C:24]2[C:28](C#N)=[C:27]([N:31]=[CH:32][N:33]([CH3:35])C)[NH:26][N:25]=2)=[CH:20][CH:19]=1)=[O:16])([CH3:13])([CH3:12])[CH3:11]>CO>[C:10]([O:14][C:15]([NH:17][C:18]1[CH:19]=[CH:20][C:21]([C:24]2[C:28]3[C:27](=[N:31][CH:32]=[N:33][C:35]=3[NH:6][C:5]3[CH:7]=[CH:8][CH:9]=[C:3]([Cl:2])[CH:4]=3)[NH:26][N:25]=2)=[CH:22][CH:23]=1)=[O:16])([CH3:11])([CH3:13])[CH3:12] |f:0.1|. Procedure details: With the exclusion of air, 172 mg (1.05 mmol) of 3-chloro-aniline hydrochloride (see Step 14.4) are added to 248 mg (0.70 mmol) of N'-[3-(4-tert-butoxycarbonylamino-phenyl)-4-cyano-1H-pyrazol-5-yl]-N,N-dimethylformamidine in 2 ml of methanol and the reaction mixture is boiled for 19 hours. The reaction mixture is then concentrated by evaporation and chromatographed (SiO2, methylene chloride/ethanol [20:1]). Stirring with diethyl ether/hexane yields 3-(4-tert-butoxycarbonylamino-phenyl)-4-(3-chlo...